This data is from the Open Reaction Database (ORD), a public repository of structured organic reaction records. The task is: describe an organic reaction: reactants, conditions, products, and yield The reactants are C(C)(=O)OCC (ethyl acetate), solution, C[Si]([N-][Si](C)(C)C)(C)C.[Li+] (lithium hexamethyldisilazide), O1CCC(CC1)=O (tetrahydro-4H-pyran-4-one), C(C)OC(CC1(CCOCC1)O)=O ((4-hydroxy-tetrahydro-pyran-4-yl)-acetic acid ethyl ester), [OH-].[Li+] (lithium hydroxide). The solvent is O (H2O), O (H2O), C1CCOC1 (THF), C1CCOC1 (THF), O1CCOCC1 (1,4-dioxane), O (H2O). Reaction conditions: time 7 hour. Product: OC1(CCOCC1)CC(=O)O ((4-Hydroxy-tetrahydro-pyran-4-yl)-acetic acid). As a reaction SMILES: C(OCC)(=O)C.C[Si](C)(C)[N-][Si](C)(C)C.[Li+].O1CCC(=O)CC1.C([O:26][C:27](=[O:36])[CH2:28][C:29]1([OH:35])[CH2:34][CH2:33][O:32][CH2:31][CH2:30]1)C.[OH-].[Li+]>C1COCC1.O.O1CCOCC1>[OH:35][C:29]1([CH2:28][C:27]([OH:36])=[O:26])[CH2:30][CH2:31][O:32][CH2:33][CH2:34]1 |f:1.2,5.6|. Reported procedure: To a solution of ethyl acetate (2.3 mL, 24 mmol) in THF (60 mL), 1M solution of lithium hexamethyldisilazide in THF (24 mL, 24 mmol) is added at −78° C. After stirring 1 hour at the same temperature, tetrahydro-4H-pyran-4-one (1.9 mL, 20 mmol) is added dropwise, and the reaction mixture is allowed to warm to rt over 2 hours. The reaction mixture is diluted with H2O and extracted with EtOAc. The combined organic phases are washed with H2O and dried over Na2SO4. Concentration under reduced pressur... Reactants: C1COCCO1, CC(C)(C)[O-], CCOC(C)=O, CS(=O)(=O)C1CCN(c2cc(Cl)nc3ccsc23)CC1, Cl, NN1CCCC1, NC1CCN(C(=O)Cc2ccc(OC(F)(F)F)cc2)C1, [Na+], O=C(C=Cc1ccccc1)C=Cc1ccccc1, O=C(C=Cc1ccccc1)C=Cc1ccccc1, O=C(C=Cc1ccccc1)C=Cc1ccccc1, O, [Pd], [Pd]. The product is CS(=O)(=O)C1CCN(c2cc(NC3CCN(C(=O)Cc4ccc(OC(F)(F)F)cc4)C3)nc3ccsc23)CC1. Reaction SMILES: [CH2:117]1[O:118][CH2:119][CH2:120][O:121][CH2:122]1.[CH3:48][C:49]([CH3:50])([O-:51])[CH3:52].[CH3:54][CH2:55][O:56][C:57](=[O:58])[CH3:59].[Cl:7][c:8]1[cH:9][c:10]([N:17]2[CH2:18][CH2:19][CH:20]([S:23](=[O:24])(=[O:25])[CH3:26])[CH2:21][CH2:22]2)[c:11]2[c:12]([n:13]1)[cH:14][cH:15][s:16]2.[ClH:27].[NH2:1][N:2]1[CH2:3][CH2:4][CH2:5][CH2:6]1.[NH2:28][CH:29]1[CH2:30][N:31]([C:34]([CH2:35][c:36]2[cH:37][cH:38][c:39]([O:42][C:43]([F:44])([F:45])[F:46])[cH:40][cH:41]2)=[O:47])[CH2:32][CH2:33]1.[Na+:53].[O:63]=[C:64]([CH:65]=[CH:66][c:67]1[cH:68][cH:69][cH:70][cH:71][cH:72]1)[CH:73]=[CH:74][c:75]1[cH:76][cH:77][cH:78][cH:79][cH:80]1.[O:81]=[C:82]([CH:83]=[CH:84][c:85]1[cH:86][cH:87][cH:88][cH:89][cH:90]1)[CH:91]=[CH:92][c:93]1[cH:94][cH:95][cH:96][cH:97][cH:98]1.[O:99]=[C:100]([CH:101]=[CH:102][c:103]1[cH:104][cH:105][cH:106][cH:107][cH:108]1)[CH:109]=[CH:110][c:111]1[cH:112][cH:113][cH:114][cH:115][cH:116]1.[OH2:60].[Pd:61].[Pd:62]>>[c:8]1([NH:28][CH:29]2[CH2:30][N:31]([C:34]([CH2:35][c:36]3[cH:37][cH:38][c:39]([O:42][C:43]([F:44])([F:45])[F:46])[cH:40][cH:41]3)=[O:47])[CH2:32][CH2:33]2)[cH:9][c:10]([N:17]2[CH2:18][CH2:19][CH:20]([S:23](=[O:24])(=[O:25])[CH3:26])[CH2:21][CH2:22]2)[c:11]2[c:12]([n:13]1)[cH:14][cH:15][s:16]2. Isolated yield 80.0%. Starting materials: CS(=O)(=O)C1=C(C=CC=C1)S(=O)(=O)Cl (2-methylsulfonylbenzenesulfonyl chloride), COC=1C=C(C=C(O)C1)O (5-methoxyresorcinol). Reported procedure: The title compound was prepared in 80% yield from 2-methylsulfonylbenzenesulfonyl chloride and 5-methoxyresorcinol in a manner analogous to step a of Example 1. 1H-NMR (300 MHz, CDCl3) δ8.42 (d, J=7.8 Hz, 1H), 8.13 (d, J=7.8 Hz, 1H), 7.88 (t, J=7.8 Hz, 1H), 7.75 (t, J=7.7 Hz, 1H), 6.36 (s, 1H), 6.31 (s, 1H), 6.28 (s, 1H), 3.68 (s, 3H), 3.45 (s, 3H). Product: COC=1C=C(C=C(C1)O)OS(=O)(=O)C1=C(C=CC=C1)S(=O)(=O)C (5-Methoxy-3-[2-(methylsulfonyl)phenylsulfonyloxy]phenol). Reaction SMILES: [CH3:1][S:2]([C:5]1[CH:10]=[CH:9][CH:8]=[CH:7][C:6]=1[S:11](Cl)(=[O:13])=[O:12])(=[O:4])=[O:3].[CH3:15][O:16][C:17]1[CH:18]=[C:19]([OH:24])[CH:20]=[C:21]([CH:23]=1)[OH:22]>>[CH3:15][O:16][C:17]1[CH:23]=[C:21]([O:22][S:11]([C:6]2[CH:7]=[CH:8][CH:9]=[CH:10][C:5]=2[S:2]([CH3:1])(=[O:4])=[O:3])(=[O:13])=[O:12])[CH:20]=[C:19]([OH:24])[CH:18]=1. The reactants are CCCc1cc(CCC=O)nn1C(C)(C)C, Cc1ccc(N2CCNCC2)c(C)c1, CCN(C(C)C)C(C)C. The product is CCCc1cc(CCCN2CCN(c3ccc(C)cc3C)CC2)nn1C(C)(C)C. Reaction SMILES: [C:1]([CH3:2])([CH3:3])([CH3:4])[n:5]1[n:6][c:7]([CH2:13][CH2:14][CH:15]=[O:16])[cH:8][c:9]1[CH2:10][CH2:11][CH3:12].[CH3:17][c:18]1[c:19]([N:25]2[CH2:26][CH2:27][NH:28][CH2:29][CH2:30]2)[cH:20][cH:21][c:22]([CH3:24])[cH:23]1.[CH:31]([N:32]([CH2:33][CH3:34])[CH:35]([CH3:36])[CH3:37])([CH3:38])[CH3:39]>>[C:1]([CH3:2])([CH3:3])([CH3:4])[n:5]1[n:6][c:7]([CH2:13][CH2:14][CH2:15][N:28]2[CH2:27][CH2:26][N:25]([c:19]3[c:18]([CH3:17])[cH:23][c:22]([CH3:24])[cH:21][cH:20]3)[CH2:30][CH2:29]2)[cH:8][c:9]1[CH2:10][CH2:11][CH3:12]. Starting materials: N1=CC(=CC=C1)\C(=C/C(=O)OCC)\C (Ethyl 3-(3-pyridyl)crotonate). The yield is 95.5%. The reagents and catalysts are [Pd] (palladium on charcoal). The product is N1=CC(=CC=C1)C(CC(=O)OCC)C (ethyl 3-(3-pyridyl)butyrate). Procedure: Ethyl 3-(3-pyridyl)crotonate (13.2 g) was hydrogenated in ethanol (130 ml) at 270 kPa with 10% palladium on charcoal catalyst for 3 hours at room temperature to give ethyl 3-(3-pyridyl)butyrate (12.74 g), b.p. 74°-80°/0.15 mmHg. RXN SMILES: [N:1]1[CH:6]=[CH:5][CH:4]=[C:3](/[C:7](/[CH3:14])=[CH:8]\[C:9]([O:11][CH2:12][CH3:13])=[O:10])[CH:2]=1>C(O)C.[Pd]>[N:1]1[CH:6]=[CH:5][CH:4]=[C:3]([CH:7]([CH3:14])[CH2:8][C:9]([O:11][CH2:12][CH3:13])=[O:10])[CH:2]=1. Run in C(C)O (ethanol). Starting materials: CCCCc1cccc(OCc2ccccc2)n1, CCO, [H][H]. Product: CCCCc1cccc(O)n1. RXN SMILES: [CH2:1]([c:2]1[cH:3][cH:4][cH:5][cH:6][cH:7]1)[O:8][c:9]1[n:10][c:11]([CH2:15][CH2:16][CH2:17][CH3:18])[cH:12][cH:13][cH:14]1.[CH3:21][CH2:22][OH:23].[H:19][H:20]>>[OH:8][c:9]1[n:10][c:11]([CH2:15][CH2:16][CH2:17][CH3:18])[cH:12][cH:13][cH:14]1. Reactants: [OH-].[K+] (potassium hydroxide), COC(=O)C=1C=C(C=C(C1)C(=O)OC)C#CC1=CC=CC=C1 ((3,5-bis(methoxycarbonyl)phenyl)-2-phenylethyne), resultant mixture. The solvent is C(CCC)O (n-butanol). The product is C1(=CC=CC=C1)C#CC=1C=C(C=C(C(=O)[O-])C1)C(=O)[O-].[K+].[K+] (dipotassium 5-(2-phenylethynyl)-isophthalate). The yield is 97.0%. As a reaction SMILES: [OH-].[K+:2].C[O:4][C:5]([C:7]1[CH:8]=[C:9]([C:17]#[C:18][C:19]2[CH:24]=[CH:23][CH:22]=[CH:21][CH:20]=2)[CH:10]=[C:11]([C:13]([O:15]C)=[O:14])[CH:12]=1)=[O:6]>C(O)CCC>[C:19]1([C:18]#[C:17][C:9]2[CH:10]=[C:11]([C:13]([O-:15])=[O:14])[CH:12]=[C:7]([CH:8]=2)[C:5]([O-:6])=[O:4])[CH:24]=[CH:23][CH:22]=[CH:21][CH:20]=1.[K+:2].[K+:2] |f:0.1,4.5.6|. Reported procedure: Into a 5 liter four-necked flask equipped with a thermometer, a Dimroth condenser and a stirrer, 3 liters of n-butanol and 180 g (2.72 moles) of potassium hydroxide (85%) were placed and dissolved by heating under the refluxing condition. To the obtained solution, 80 g (0.272 moles) of (3,5-bis(methoxycarbonyl)phenyl)-2-phenylethyne synthesized above was added and the resultant mixture was heated for 30 minutes under the refluxing condition. The reaction mixture was then cooled in an ice bath an... Starting materials: FC1=C(C=CC(=C1)F)C(CN1N=CN=C1)=O (1-(2,4-difluorophenyl)-2-(1H-1,2,4-triazol-1-yl)ethanone), C(C)(C)[N-]C(C)C.[Li+] (lithium diisopropylamide), C(C)(C)NC(C)C (diisopropylamine), solution, C(CCC)[Li] (n-butyllithium), CCCCCC (hexane), ClC=1C=NC=CC1CC (3-chloro-4ethylpyridine). Run in C1CCOC1 (THF), C1CCOC1 (THF). Run at temperature -20 celsius. Product: ClC=1C=NC=CC1C(C(CN1N=CN=C1)(O)C1=C(C=C(C=C1)F)F)C (3-(3-Chloropyridin-4-yl)-2-(2,4-difluorophenyl)-1-(1H-1,2,4-triazol-1-yl)butan-2-ol). Reaction SMILES: C(NC(C)C)(C)C.C([Li])CCC.CCCCCC.C([N-]C(C)C)(C)C.[Li+].[Cl:27][C:28]1[CH:29]=[N:30][CH:31]=[CH:32][C:33]=1[CH2:34][CH3:35].[F:36][C:37]1[CH:42]=[C:41]([F:43])[CH:40]=[CH:39][C:38]=1[C:44](=[O:51])[CH2:45][N:46]1[CH:50]=[N:49][CH:48]=[N:47]1>C1COCC1>[Cl:27][C:28]1[CH:29]=[N:30][CH:31]=[CH:32][C:33]=1[CH:34]([CH3:35])[C:44]([C:38]1[CH:39]=[CH:40][C:41]([F:43])=[CH:42][C:37]=1[F:36])([OH:51])[CH2:45][N:46]1[CH:50]=[N:49][CH:48]=[N:47]1 |f:3.4|. Procedure: To a solution of diisopropylamine (1.01 g, 10 mmol) in dry THF (60 ml) at -60° C. and under a nitrogen atmosphere was added dropwise a 1.6M solution of n-butyllithium in hexane (6.25 ml, 10 mmol). The mixture was allowed to warm to -20° C. them recooled to -70° C. and to the resulting solution of lithium diisopropylamide (LDA) (10 mmol) at -70° C. was added dropwise 3-chloro-4ethylpyridine (see D. L. Comins et al, Heterocycles, 22, 339(1984)) (1.41 g, 10 mmol). The resulting mixture was stirred ... Reagents/catalysts: [Cl-].C(C1=CC=CC=C1)[N+](CC)(CC)CC (benzyltriethylammonium chloride). Starting materials: C(C1=CC=CC=C1)N1C(C=C(C=C1C)O)=O (1-benzyl-4-hydroxy-6-methylpyridin-2(1H)-one), C(C1=CC=CC=C1)Br (benzylbromide), [OH-].[Na+] (sodium hydroxide), Cl (Hydrochloric acid). RXN SMILES: [CH2:1]([N:8]1[C:13]([CH3:14])=[CH:12][C:11]([OH:15])=[CH:10][C:9]1=[O:16])[C:2]1[CH:7]=[CH:6][CH:5]=[CH:4][CH:3]=1.[CH2:17](Br)[C:18]1[CH:23]=[CH:22][CH:21]=[CH:20][CH:19]=1.[OH-].[Na+].Cl>[Cl-].C([N+](CC)(CC)CC)C1C=CC=CC=1.ClCCl>[CH2:1]([N:8]1[C:13]([CH3:14])=[CH:12][C:11]([O:15][CH2:17][C:18]2[CH:23]=[CH:22][CH:21]=[CH:20][CH:19]=2)=[CH:10][C:9]1=[O:16])[C:2]1[CH:3]=[CH:4][CH:5]=[CH:6][CH:7]=1 |f:2.3,5.6|. Solvent: ClCCl (dichloromethane). Yields the product C(C1=CC=CC=C1)N1C(C=C(C=C1C)OCC1=CC=CC=C1)=O (1-benzyl-4-(benzyloxy)-6-methylpyridin-2(1H)-one). Procedure: 1-benzyl-4-hydroxy-6-methylpyridin-2(1H)-one (10 mmol, 2.15 g), dichloromethane (100 mL), benzylbromide (11 mmol, 1.88 g), sodium hydroxide (2.5 N, 20 mmol, 8 mL), and benzyltriethylammonium chloride (0.5 g) were vigorously stirred at room temperature for 16 h. Hydrochloric acid (1 N) was added until the mixture produced an acidic reaction to pH paper. The mixture was then extracted with ethyl acetate (3×50 mL). The combined organic extracts were washed with brine, dried over magnesium sulfate, ... Starting materials: C=O (formaldehyde), [OH-].[Na+] (NaOH), N1=CNC(=C1)C[C@@H](C)N ((R)-2-(3H-imidazol-4-yl)-1-methyl-ethylamine), [OH-].[Na+] (NaOH). Solvent: P(=O)([O-])([O-])[O-] (phosphate), C(C)O (ethanol). Reaction conditions: temperature 37 celsius, time 12 hour. Yields the product C[C@@H]1CC2=C(CN1)N=CN2 ((R)-6-methyl-4,5,6,7-tetrahydro-1H-imidazo[4,5-c]pyridine). Reaction SMILES: [N:1]1[CH:5]=[C:4]([CH2:6][C@H:7]([NH2:9])[CH3:8])[NH:3][CH:2]=1.[CH2:10]=O.[OH-].[Na+]>P([O-])([O-])([O-])=O.C(O)C>[CH3:8][C@H:7]1[NH:9][CH2:10][C:5]2[N:1]=[CH:2][NH:3][C:4]=2[CH2:6]1 |f:2.3|. Procedure: 0.5 g (R)-2-(3H-imidazol-4-yl)-1-methyl-ethylamine are dissolved in 50 mL phosphate buffer (pH 7) and combined with 1.35 mL formaldehyde. The pH is adjusted to 8 by the addition of 1 N NaOH and the reaction solution is stirred for 12 h at 37° C. Then by the further addition of 1 N NaOH the pH is adjusted to 12, the solvent is eliminated in vacuo, the residue is suspended in ethanol and filtered to remove any undissolved constituents. After elimination of the ethanol in vacuo a crude product is l...